This data is from the Open Reaction Database (ORD), a public repository of structured organic reaction records. The task is: describe an organic reaction: reactants, conditions, products, and yield Starting materials: O=C(C=1C=CC=CC1)N(C)C. Run in O1CCCC1. The yield is 71.0%. Run at temperature 80 celsius, time 12 hour. The reagents and catalysts are O1B(OC(C)(C)C1(C)C)B2OC(C)(C)C(O2)(C)C, O=C1C=CC=2C=CC=C(C3=CN=C(C=C3)C=4N=CC=CC4)C2N1, [K].OC(C)(C)C, C[OH2+].C[OH2+].C1CC=CCCC=C1.C1CC=CCCC=C1.[Ir].[Ir]. Reported procedure: In an argon filled glove box, a 5.0 mL wheaton microreactor was charged with [Ir(cod)(OMe)]2 (1.98 mg, 1.5 mol%), L1 ligand (2.1 mg, 3.5 mol%), B2pin2 (50.8 mg, 1.0 equiv.), KOtBu (1.0 mg, 4.5 mol%) and dry THF (1.0 mL). The reaction mixture was stirred for 2 minutes at room temperature. To this mixture, N,N-dimethylbenzamide (29.8 mg, 0.2 mmol) was added. The microreactor was capped with a teflon pressure cap and placed into pre-heated aluminum block at 80 oC. The reaction mixture was stirred f... The product is O=C(C=1C=CC=C(C1)B2OC(C)(C)C(O2)(C)C)N(C)C. Starting materials: BrCC1=CC=CC=2N(C=NC21)C2=C(C#N)C=CC=C2 (2-[4-(Bromomethyl)-1H-benzimidazol-1-yl]-benzonitrile), C(CCC)C=1NC(=C(N1)Cl)C=O (2-butyl-4-chloro-1H-imidazole-5-carboxaldehyde), C([O-])([O-])=O.[Cs+].[Cs+] (cesium carbonate). Solvent: CN(C=O)C (dimethylformamide). Conditions: time 16 hour. Yields the product C(CCC)C=1N(C(=C(N1)Cl)C=O)CC1=CC=CC=2N(C=NC21)C2=C(C=CC=C2)C#N (2-Butyl-4-chloro-1-[[1-(2-cyanophenyl)-1H-benzimidazol-4-yl]methyl]-1H-imidazole-5-carboxaldehyde). Yield: 78.2%. As a reaction SMILES: Br[CH2:2][C:3]1[C:11]2[N:10]=[CH:9][N:8]([C:12]3[CH:19]=[CH:18][CH:17]=[CH:16][C:13]=3[C:14]#[N:15])[C:7]=2[CH:6]=[CH:5][CH:4]=1.[CH2:20]([C:24]1[NH:25][C:26]([CH:30]=[O:31])=[C:27]([Cl:29])[N:28]=1)[CH2:21][CH2:22][CH3:23].C(=O)([O-])[O-].[Cs+].[Cs+]>CN(C)C=O>[CH2:20]([C:24]1[N:25]([CH2:2][C:3]2[C:11]3[N:10]=[CH:9][N:8]([C:12]4[CH:19]=[CH:18][CH:17]=[CH:16][C:13]=4[C:14]#[N:15])[C:7]=3[CH:6]=[CH:5][CH:4]=2)[C:26]([CH:30]=[O:31])=[C:27]([Cl:29])[N:28]=1)[CH2:21][CH2:22][CH3:23] |f:2.3.4|. Reported procedure: 2-[4-(Bromomethyl)-1H-benzimidazol-1-yl]-benzonitrile (0.65 g, 2.08 mmol, prepared as described in part C of Example 8) and 2-butyl-4-chloro-1H-imidazole-5-carboxaldehyde (0.409 g, 2.19 mmol, prepared as described in part C of Example 5) were placed in 20.8 mL anhydrous dimethylformamide. Freshly ground cesium carbonate (1.02 g, 3.12 mmol) was then added and the reaction was stirred at room temperature for 16 hours. The reaction was then partitioned between ethyl acetate and water and the organi... Starting materials: [N+](=O)([O-])C=1C=C(C=CC1)S(=O)(=N)C ((RS)—S-(3-nitrophenyl)-S-methylsulfoximide), C(C)(C)N=C=O (isopropyl isocyanate), C(C)(C)N=C=O (isopropyl isocyanate), C(C)(C)N=C=O (isopropyl isocyanate). The solvent is C1(=CC=CC=C1)C (toluene). Reaction conditions: temperature 104 celsius, time 60 hour. The product is [N+](=O)([O-])C=1C=C(C=CC1)S(=O)(=NC(NC(C)C)=O)C ((RS)—S-(3-nitrophenyl)-N-(isopropylcarbamoyl)-S-methyl-sulfoximide). The yield is 78.3%. As a reaction SMILES: [N+:1]([C:4]1[CH:5]=[C:6]([S:10]([CH3:13])(=[NH:12])=[O:11])[CH:7]=[CH:8][CH:9]=1)([O-:3])=[O:2].[CH:14]([N:17]=[C:18]=[O:19])([CH3:16])[CH3:15]>C1(C)C=CC=CC=1>[N+:1]([C:4]1[CH:5]=[C:6]([S:10]([CH3:13])(=[N:12][C:18](=[O:19])[NH:17][CH:14]([CH3:16])[CH3:15])=[O:11])[CH:7]=[CH:8][CH:9]=1)([O-:3])=[O:2]. Procedure details: 8.24 g (41.2 mmol) (RS)—S-(3-nitrophenyl)-S-methylsulfoximide in 370 ml toluene were treated with 13.6 ml (138.3 mmol) isopropyl isocyanate. The mixture was stirred under argon at 104° C. for 5 hours and at room temperature for 60 hours. 4.5 ml (46 mmol) isopropyl isocyanate were added and the mixture was stirred under argon at 104° C. for 6 hours and at room temperature for 16 hours. 4.5 ml (46 mmol) isopropyl isocyanate were added and the mixture was stirred under argon at 104° C. for 7 hours ...